Task: describe an organic reaction: reactants, conditions, products, and yield. Dataset: the Open Reaction Database (ORD), a public repository of structured organic reaction records The reactants are ClC=1C=C(C=CC1SC)C(CC1CCOCC1)(O)C1=C(N=C(N1COCC[Si](C)(C)C)C1=NC=CC=C1)Cl (1-[3-chloro-4-(methylsulfanyl)phenyl]-1-(4-chloro-2-(pyridin-2-yl)-1-{[2-(trimethylsilyl)ethoxy]methyl}-1H-imidazol-5-yl)-2-(tetrahydro-2H-pyran-4-yl)ethanol), Cl (hydrochloric acid), C(O)([O-])=O.[Na+] (sodium hydrogen carbonate). Run in C(C)O (ethanol). Reaction conditions: temperature 80 celsius, time 1.5 hour. The product is ClC=1N=C(NC1\C(=C\C1CCOCC1)\C1=CC(=C(C=C1)SC)Cl)C1=NC=CC=C1 (2-{4-chloro-5-[(E)-1-[3-chloro-4-(methylsulfanyl)phenyl]-2-(tetrahydro-2H-pyran-4-yl)ethenyl]-1H-imidazol-2-yl}pyridine). Yield: 99.7%. RXN SMILES: [Cl:1][C:2]1[CH:3]=[C:4]([C:10]([C:19]2[N:23](COCC[Si](C)(C)C)[C:22]([C:32]3[CH:37]=[CH:36][CH:35]=[CH:34][N:33]=3)=[N:21][C:20]=2[Cl:38])(O)[CH2:11][CH:12]2[CH2:17][CH2:16][O:15][CH2:14][CH2:13]2)[CH:5]=[CH:6][C:7]=1[S:8][CH3:9].Cl.C(=O)([O-])O.[Na+]>C(O)C>[Cl:38][C:20]1[N:21]=[C:22]([C:32]2[CH:37]=[CH:36][CH:35]=[CH:34][N:33]=2)[NH:23][C:19]=1/[C:10](/[C:4]1[CH:5]=[CH:6][C:7]([S:8][CH3:9])=[C:2]([Cl:1])[CH:3]=1)=[CH:11]/[CH:12]1[CH2:17][CH2:16][O:15][CH2:14][CH2:13]1 |f:2.3|. Reported procedure: To a solution of 1-[3-chloro-4-(methylsulfanyl)phenyl]-1-(4-chloro-2-(pyridin-2-yl)-1-{[2-(trimethylsilyl)ethoxy]methyl}-1H-imidazol-5-yl)-2-(tetrahydro-2H-pyran-4-yl)ethanol (1.47 g) in ethanol (40 mL) was added 3M hydrochloric acid (40 mL), and the mixture was stirred at 80° C. for 1.5 hr. To the reaction mixture was added saturated aqueous sodium hydrogen carbonate solution, and the mixture was extracted with ethyl acetate. The extract was washed successively with water and saturated brine, d... The reactants are Cc1c(C=O)c2cc(Br)ccc2n1-c1ccc(O)cc1, CO, Cl, NO, c1ccncc1. The product is Cc1c(C=NO)c2cc(Br)ccc2n1-c1ccc(O)cc1. Reaction SMILES: [Br:1][c:2]1[cH:3][c:4]2[c:5]([CH:19]=[O:20])[c:6]([CH3:18])[n:7](-[c:11]3[cH:12][cH:13][c:14]([OH:17])[cH:15][cH:16]3)[c:8]2[cH:9][cH:10]1.[CH3:24][OH:25].[ClH:21].[NH2:22][OH:23].[cH:26]1[cH:27][cH:28][n:29][cH:30][cH:31]1>>[Br:1][c:2]1[cH:3][c:4]2[c:5]([CH:19]=[N:22][OH:23])[c:6]([CH3:18])[n:7](-[c:11]3[cH:12][cH:13][c:14]([OH:17])[cH:15][cH:16]3)[c:8]2[cH:9][cH:10]1. Starting materials: O=C([O-])[O-], CC(C)CBr, CN(C)C=O, [K+], [K+], CCOC(=O)C(=NO)C(C)=O. Product: CCOC(=O)C(=NOCC(C)C)C(C)=O. Reaction SMILES: [C:12](=[O:13])([O-:14])[O-:15].[CH2:18]([CH:19]([CH3:20])[CH3:21])[Br:22].[CH3:23][N:24]([CH3:25])[CH:26]=[O:27].[K+:16].[K+:17].[OH:1][N:2]=[C:3]([C:4](=[O:5])[O:6][CH2:7][CH3:8])[C:9]([CH3:10])=[O:11]>>[O:1]([N:2]=[C:3]([C:4](=[O:5])[O:6][CH2:7][CH3:8])[C:9]([CH3:10])=[O:11])[CH2:18][CH:19]([CH3:20])[CH3:21].